Task: describe an organic reaction: reactants, conditions, products, and yield. Dataset: the Open Reaction Database (ORD), a public repository of structured organic reaction records Starting materials: O=S1(=O)N(CCCBr)c2ccccc2N1c1ccccc1, CC(C)(C)OC(=O)N1CCNCC1, CCO, [Na+], [Na+], O=C([O-])[O-]. Yields the product CC(C)(C)OC(=O)N1CCN(CCCN2c3ccccc3N(c3ccccc3)S2(=O)=O)CC1. As a reaction SMILES: [Br:1][CH2:2][CH2:3][CH2:4][N:5]1[S:6](=[O:20])(=[O:21])[N:7]([c:14]2[cH:15][cH:16][cH:17][cH:18][cH:19]2)[c:8]2[c:9]1[cH:10][cH:11][cH:12][cH:13]2.[C:22](=[O:23])([O:24][C:25]([CH3:26])([CH3:27])[CH3:28])[N:29]1[CH2:30][CH2:31][NH:32][CH2:33][CH2:34]1.[CH3:41][CH2:42][OH:43].[Na+:35].[Na+:36].[O-:37][C:38](=[O:39])[O-:40]>>[CH2:2]([CH2:3][CH2:4][N:5]1[S:6](=[O:20])(=[O:21])[N:7]([c:14]2[cH:15][cH:16][cH:17][cH:18][cH:19]2)[c:8]2[c:9]1[cH:10][cH:11][cH:12][cH:13]2)[N:32]1[CH2:31][CH2:30][N:29]([C:22](=[O:23])[O:24][C:25]([CH3:26])([CH3:27])[CH3:28])[CH2:34][CH2:33]1. The reactants are [OH-].[Na+] (NaOH), O (H2O), SnCl2-2H2O, CN(C1=C(C=C(C#N)C=C1)[N+](=O)[O-])C1=CC=2C(CCC(C2C=C1)(C)C)(C)C (4-[Methyl-(5,5,8,8-tetramethyl-5,6,7,8-tetrahydronaphthalen-2-yl)amino]-3-nitrobenzonitrile). Run in CCOC(=O)C (EtOAc), CCOC(=O)C (EtOAc). Conditions: temperature 80 celsius. The product is NC=1C=C(C#N)C=CC1N(C1=CC=2C(CCC(C2C=C1)(C)C)(C)C)C (3-Amino-4-[methyl-(5,5,8,8-tetramethyl-5,6,7,8-tetrahydronaphthalen-2-yl)amino]benzonitrile). RXN SMILES: [CH3:1][N:2]([C:14]1[CH:23]=[CH:22][C:21]2[C:20]([CH3:25])([CH3:24])[CH2:19][CH2:18][C:17]([CH3:27])([CH3:26])[C:16]=2[CH:15]=1)[C:3]1[CH:10]=[CH:9][C:6]([C:7]#[N:8])=[CH:5][C:4]=1[N+:11]([O-])=O.[OH-].[Na+].O>CCOC(C)=O>[NH2:11][C:4]1[CH:5]=[C:6]([CH:9]=[CH:10][C:3]=1[N:2]([CH3:1])[C:14]1[CH:23]=[CH:22][C:21]2[C:20]([CH3:24])([CH3:25])[CH2:19][CH2:18][C:17]([CH3:27])([CH3:26])[C:16]=2[CH:15]=1)[C:7]#[N:8] |f:1.2|. Procedure: SnCl2-2H2O (0.17 mol) is added to a solution of 4-[methyl-(5,5,8,8-tetramethyl-5,6,7,8-tetrahydronaphthalen-2-yl)amino]-3-nitrobenzonitrile (31) (R4=CH3, 34.0 mmol) in EtOAc (125 mL) and the mixture is heated at 80° C. for 1 h. After cooling, to the reaction mixture are successively added 6N NaOH (120 mL), H2O (150 mL), and EtOAc (150 mL). The reaction mixture is filtered through Celite (25 g) and washed with EtOAc. The organic layer is dried over MgSO4 and evaporated in vacuo. The resulting sol... The reactants are COc1ccc(C(=O)Cl)cc1, c1ccc2cc(N3CCNCC3)ncc2c1, O, c1ccncc1. Yields the product COc1ccc(C(=O)N2CCN(c3cc4ccccc4cn3)CC2)cc1. Reaction SMILES: [CH3:1][O:2][c:3]1[cH:4][cH:5][c:6]([C:7](=[O:8])[Cl:9])[cH:10][cH:11]1.[N:12]1([c:18]2[n:19][cH:20][c:21]3[cH:22][cH:23][cH:24][cH:25][c:26]3[cH:27]2)[CH2:13][CH2:14][NH:15][CH2:16][CH2:17]1.[OH2:34].[cH:28]1[cH:29][cH:30][n:31][cH:32][cH:33]1>>[CH3:1][O:2][c:3]1[cH:4][cH:5][c:6]([C:7](=[O:8])[N:15]2[CH2:14][CH2:13][N:12]([c:18]3[n:19][cH:20][c:21]4[cH:22][cH:23][cH:24][cH:25][c:26]4[cH:27]3)[CH2:17][CH2:16]2)[cH:10][cH:11]1. Starting materials: C(C)OC(=O)N1CCN(CC1)C([C@H](CCC(=O)O)NC(=O)C1=NN(C(=C1)OC1(CCC1)C(=O)OCC)C1=CC=CC=C1)=O (4-((S)-4-Carboxy-2-{[5-(1-ethoxycarbonyl-cyclobutoxy)-1-phenyl-1H-pyrazole-3-carbonyl]-amino}-butyryl)-piperazine-1-carboxylic acid ethyl ester), Cl (hydrochloric acid), C1(=CC=CC=C1)C (toluene). Reaction conditions: time 3 hour. Product: C(C)OC(=O)N1CCN(CC1)C([C@H](CCC(=O)OC)NC(=O)C1=NN(C(=C1)OC1(CCC1)C(=O)OCC)C1=CC=CC=C1)=O (4-((S)-2-{[5-(1-Ethoxycarbonyl-cyclobutoxy)-1-phenyl-1H-pyrazole-3-carbonyl]-amino}-4-methoxycarbonyl-butyryl)-piperazine-1-carboxylic acid ethyl ester). Reaction SMILES: [CH2:1]([O:3][C:4]([N:6]1[CH2:11][CH2:10][N:9]([C:12](=[O:43])[C@@H:13]([NH:19][C:20]([C:22]2[CH:26]=[C:25]([O:27][C:28]3([C:32]([O:34][CH2:35][CH3:36])=[O:33])[CH2:31][CH2:30][CH2:29]3)[N:24]([C:37]3[CH:42]=[CH:41][CH:40]=[CH:39][CH:38]=3)[N:23]=2)=[O:21])[CH2:14][CH2:15][C:16]([OH:18])=[O:17])[CH2:8][CH2:7]1)=[O:5])[CH3:2].Cl.[C:45]1(C)C=CC=CC=1>>[CH2:1]([O:3][C:4]([N:6]1[CH2:11][CH2:10][N:9]([C:12](=[O:43])[C@@H:13]([NH:19][C:20]([C:22]2[CH:26]=[C:25]([O:27][C:28]3([C:32]([O:34][CH2:35][CH3:36])=[O:33])[CH2:31][CH2:30][CH2:29]3)[N:24]([C:37]3[CH:42]=[CH:41][CH:40]=[CH:39][CH:38]=3)[N:23]=2)=[O:21])[CH2:14][CH2:15][C:16]([O:18][CH3:45])=[O:17])[CH2:8][CH2:7]1)=[O:5])[CH3:2]. Procedure: To 30 mg of 4-((S)-4-Carboxy-2-{[5-(1-ethoxycarbonyl-cyclobutoxy)-1-phenyl-1H-pyrazole-3-carbonyl]-amino}-butyryl)-piperazine-1-carboxylic acid ethyl ester, 2 ml of methanolic hydrochloric acid was added at RT and stirred for 3 h. Then, 10 ml of toluene was added and the solvents were removed under reduced pressure and the product was lyophilized to yield a white solid. Yield: 25 mg MS (ES+): m/e=614. Reactants: [OH-].[Na+] (NaOH), Cl.ClC=1C=C(C=CC1)N1CCNCC1 (1-(3-chlorophenyl)-piperazine hydrochloride), BrCCCCl (1-bromo-3-chloropropane). Solvent: CC(=O)C (acetone). Conditions: time 18 hour. The product is Cl.ClCCCN1CCN(CC1)C1=CC(=CC=C1)Cl (1-(3-Chloropropyl)-4-(3-chlorophenyl)piperazine hydrochloride). Yield: 111.0%. RXN SMILES: [OH-].[Na+].Cl.[Cl:4][C:5]1[CH:6]=[C:7]([N:11]2[CH2:16][CH2:15][NH:14][CH2:13][CH2:12]2)[CH:8]=[CH:9][CH:10]=1.Br[CH2:18][CH2:19][CH2:20][Cl:21]>CC(C)=O>[ClH:4].[Cl:21][CH2:20][CH2:19][CH2:18][N:14]1[CH2:15][CH2:16][N:11]([C:7]2[CH:8]=[CH:9][CH:10]=[C:5]([Cl:4])[CH:6]=2)[CH2:12][CH2:13]1 |f:0.1,2.3,6.7|. Procedure: A 25% NaOH solution (320 ml, 2.0 mol) is added dropwise to a stirred solution of 1-(3-chlorophenyl)-piperazine hydrochloride (196.5 g, 1.0 mol) and 1-bromo-3-chloropropane (99.0 ml, 1.0 mol) in acetone (200 ml) while maintaining temperature of 0°-10° C. After the addition is completed, the mixture is allowed to warm to room temperature and is stirred for 18 hours. The upper organic phase is then separated and concentrated under reduced pressure. The residual oil is taken up in 250 ml acetone and... Starting materials: C(C)OC1=NC2=C(N1CC1=CC=C(C=C1)C1=C(C=CC=C1)C1=NN=NN1C(C1=CC=CC=C1)(C1=CC=CC=C1)C1=CC=CC=C1)C(=CC=C2)C(=O)OC(C)OC(=O)[C@@H]2C[C@@H]([C@H](C2)O[N+](=O)[O-])OC (1-({[(1R,3S,4S)-3-methoxy-4-(nitrooxy)cyclopentyl]carbonyl}oxy)ethyl 2-ethoxy-1-{[2′-(1-trityl-1H-tetrazol-5-yl)biphenyl-4-yl]methyl}-1H-benzimidazole-7-carboxylate). Run in CO (methanol). Product: C(C)OC1=NC2=C(N1CC1=CC=C(C=C1)C1=C(C=CC=C1)C1=NN=NN1)C(=CC=C2)C(=O)OC(C)OC(=O)[C@@H]2C[C@@H]([C@H](C2)O[N+](=O)[O-])OC (1-({[(1R,3S,4S)-3-methoxy-4-(nitrooxy)cyclopentyl]carbonyl}oxy)ethyl 2-ethoxy-1-{[2′-(1H-tetrazol-5-yl)biphenyl-4-yl]methyl}-1H-benzimidazole-7-carboxylate). Reaction SMILES: [CH2:1]([O:3][C:4]1[N:8]([CH2:9][C:10]2[CH:15]=[CH:14][C:13]([C:16]3[CH:21]=[CH:20][CH:19]=[CH:18][C:17]=3[C:22]3[N:26](C(C4C=CC=CC=4)(C4C=CC=CC=4)C4C=CC=CC=4)[N:25]=[N:24][N:23]=3)=[CH:12][CH:11]=2)[C:7]2[C:46]([C:50]([O:52][CH:53]([O:55][C:56]([C@H:58]3[CH2:62][C@H:61]([O:63][N+:64]([O-:66])=[O:65])[C@@H:60]([O:67][CH3:68])[CH2:59]3)=[O:57])[CH3:54])=[O:51])=[CH:47][CH:48]=[CH:49][C:6]=2[N:5]=1)[CH3:2]>CO>[CH2:1]([O:3][C:4]1[N:8]([CH2:9][C:10]2[CH:11]=[CH:12][C:13]([C:16]3[CH:21]=[CH:20][CH:19]=[CH:18][C:17]=3[C:22]3[NH:23][N:24]=[N:25][N:26]=3)=[CH:14][CH:15]=2)[C:7]2[C:46]([C:50]([O:52][CH:53]([O:55][C:56]([C@H:58]3[CH2:62][C@H:61]([O:63][N+:64]([O-:66])=[O:65])[C@@H:60]([O:67][CH3:68])[CH2:59]3)=[O:57])[CH3:54])=[O:51])=[CH:47][CH:48]=[CH:49][C:6]=2[N:5]=1)[CH3:2]. Procedure: A methanol (20 mL) solution of 1-({[(1R,3S,4S)-3-methoxy-4-(nitrooxy)cyclopentyl]carbonyl}oxy)ethyl 2-ethoxy-1-{[2′-(1-trityl-1H-tetrazol-5-yl)biphenyl-4-yl]methyl}-1H-benzimidazole-7-carboxylate (1420 mg, 1.62 mmol) was heated to 70° C. for 2 hours. The reaction mixture was concentrated in vacuo, and the residue was purified by column chromatography, eluting with 0/100→10/90 methanol/dichloromethane to give the title compound as a white solid. Chromatography of the diasteromeric mixture over Ch...